Dataset: the Open Reaction Database (ORD), a public repository of structured organic reaction records. Task: describe an organic reaction: reactants, conditions, products, and yield Reactants: FC=1C=C(C(=O)CC#N)C=CC1F (3,4-difluorobenzoylacetonitrile), C(C)(OCC)(OCC)OCC (triethyl orthoacetate), CC(=O)OCC1=C2C=CC=CC2=C(C3=CC=CC=C31)COC(=O)C (acetic). Solvent: O (water). Product: FC=1C=C(C(=O)/C(/C#N)=C(\C)/O)C=CC1F (2-(3,4-Difluorobenzoyl)-3-hydroxycrotononitrile). As a reaction SMILES: [F:1][C:2]1[CH:3]=[C:4]([CH:10]=[CH:11][C:12]=1[F:13])[C:5]([CH2:7][C:8]#[N:9])=[O:6].[C:14](OCC)(OCC)([O:16]CC)[CH3:15].CC(OCC1C2C(=CC=CC=2)C(COC(C)=O)=C2C=1C=CC=C2)=O>O>[F:1][C:2]1[CH:3]=[C:4]([CH:10]=[CH:11][C:12]=1[F:13])[C:5](/[C:7](=[C:14](/[OH:16])\[CH3:15])/[C:8]#[N:9])=[O:6]. Procedure details: A solution of 10.2 g. of 3,4-difluorobenzoylacetonitrile, 9.2 g. of triethyl orthoacetate and 20 ml. of acetic anhyride is heated on a steam bath for 0.5 hour and then poured into 200 ml. of water which is then heated on the steam bath for 2 hours. On cooling, the solid is filtered and then dissolved in methylene chloride. This solution is extracted with two portions of aqueous sodium bicarbonate and the aqueous extracts are combined and acidified with concentrated hydrochloric acid. The precipi... The reactants are O=S(=O)(Cl)c1ccc(Br)c(F)c1, Fc1ccccc1. The product is O=S(=O)(c1ccc(F)cc1)c1ccc(Br)c(F)c1. As a reaction SMILES: [Br:1][c:2]1[c:3]([F:12])[cH:4][c:5]([S:8](=[O:9])(=[O:10])[Cl:11])[cH:6][cH:7]1.[F:13][c:14]1[cH:15][cH:16][cH:17][cH:18][cH:19]1>>[Br:1][c:2]1[c:3]([F:12])[cH:4][c:5]([S:8](=[O:9])(=[O:10])[c:17]2[cH:16][cH:15][c:14]([F:13])[cH:19][cH:18]2)[cH:6][cH:7]1. Starting materials: COc1cc2c(cc1OC)CN(CCCN)CC2, CCN(C(C)C)C(C)C, O=S(=O)(Cl)c1cc(Cl)c(F)cc1F, Cl, Cl. Yields the product COc1cc2c(cc1OC)CN(CCCNS(=O)(=O)c1cc(Cl)c(F)cc1F)CC2. RXN SMILES: [CH3:3][O:4][c:5]1[cH:6][c:7]2[c:12]([cH:13][c:14]1[O:15][CH3:16])[CH2:11][N:10]([CH2:17][CH2:18][CH2:19][NH2:20])[CH2:9][CH2:8]2.[CH:21]([N:22]([CH2:23][CH3:24])[CH:25]([CH3:26])[CH3:27])([CH3:28])[CH3:29].[Cl:30][c:31]1[cH:32][c:33]([S:39](=[O:40])(=[O:41])[Cl:42])[c:34]([F:38])[cH:35][c:36]1[F:37].[ClH:1].[ClH:2]>>[CH3:3][O:4][c:5]1[cH:6][c:7]2[c:12]([cH:13][c:14]1[O:15][CH3:16])[CH2:11][N:10]([CH2:17][CH2:18][CH2:19][NH:20][S:39]([c:33]1[cH:32][c:31]([Cl:30])[c:36]([F:37])[cH:35][c:34]1[F:38])(=[O:40])=[O:41])[CH2:9][CH2:8]2. The reactants are O=S1(N=C(NC2=C1C=CC=C2)C2=C(C1=C(N(C2=O)N=CC(C)C)C=CS1)O)=O (6-(1,1-dioxido-4H-1,2,4-benzothiadiazin-3-yl)-7-hydroxy-4-{[2-methylpropylidene]amino}thieno[3,2-b]pyridin-5(4H)-one), CO (methanol), solution, [BH4-].[Li+] (lithium borohydride), Cl (hydrochloric acid). Run in O1CCCC1 (tetrahydrofuran), O1CCCC1 (tetrahydrofuran), O (water). Conditions: temperature 25 celsius, time 1 hour. Yields the product C(CCC)NN1C2=C(C(=C(C1=O)C1=NS(C3=C(N1)C=CC=C3)(=O)=O)O)SC=C2 (4-(butylamino)-6-(1,1-dioxido-4H-1,2,4-benzothiadiazin-3-yl)-7-hydroxythieno[3,2-b]pyridin-5(4H)-one). Reaction SMILES: [O:1]=[S:2]1(=[O:28])[C:7]2[CH:8]=[CH:9][CH:10]=[CH:11][C:6]=2[NH:5][C:4]([C:12]2[C:17](=[O:18])[N:16]([N:19]=[CH:20][CH:21]([CH3:23])C)[C:15]3[CH:24]=[CH:25][S:26][C:14]=3[C:13]=2[OH:27])=[N:3]1.[CH3:29]O.[BH4-].[Li+].Cl>O1CCCC1.O>[CH2:20]([NH:19][N:16]1[C:17](=[O:18])[C:12]([C:4]2[NH:5][C:6]3[CH:11]=[CH:10][CH:9]=[CH:8][C:7]=3[S:2](=[O:1])(=[O:28])[N:3]=2)=[C:13]([OH:27])[C:14]2[S:26][CH:25]=[CH:24][C:15]1=2)[CH2:21][CH2:23][CH3:29] |f:2.3|. Procedure details: The product of Example 269A (0.075 g, 0.18 mmol) in tetrahydrofuran (4 mL) and methanol (0.029 mL, 0.5 mmol) at 0° C. was treated dropwise with a 2.0M solution of lithium borohydride in tetrahydrofuran (0.150 mL, 0.3 mmol). The reaction was stirred at 25° C. for 1 hour, acidified with 1M hydrochloric acid to a pH of approximately 2-4, diluted with water (15 mL), and the resulting precipitate was collected by filtration and dried. The crude product was chromatographed on silica gel with 2% methan...